This data is from the Open Reaction Database (ORD), a public repository of structured organic reaction records. The task is: describe an organic reaction: reactants, conditions, products, and yield Starting materials: C(=O)(C(F)(F)F)O (TFA), C(=O)(OC(C)(C)C)N(CC(=O)N[C@@H](CC(OCC1=CC=CC=C1)=O)C(=O)N[C@@H](CC1CCCCC1)C(=O)N)CC (BOC-N(Et)Gly-(L)-Asp(OBzl)-(L)-Cha-NH2), 95A. Solvent: ClCCl (dichloromethane). Run at temperature 5 celsius. Yields the product C(=O)(C(F)(F)F)O.N(CC(=O)N[C@@H](CC(OCC1=CC=CC=C1)=O)C(=O)N[C@@H](CC1CCCCC1)C(=O)N)CC (TFA N(Et)Gly-(L)-Asp(OBzl)-(L)-Cha-NH2). Reaction SMILES: C([N:8]([CH2:39][CH3:40])[CH2:9][C:10]([NH:12][C@H:13]([C:25]([NH:27][C@H:28]([C:36]([NH2:38])=[O:37])[CH2:29][CH:30]1[CH2:35][CH2:34][CH2:33][CH2:32][CH2:31]1)=[O:26])[CH2:14][C:15](=[O:24])[O:16][CH2:17][C:18]1[CH:23]=[CH:22][CH:21]=[CH:20][CH:19]=1)=[O:11])(OC(C)(C)C)=O.[C:41]([OH:47])([C:43]([F:46])([F:45])[F:44])=[O:42]>ClCCl>[C:41]([OH:47])([C:43]([F:46])([F:45])[F:44])=[O:42].[NH:8]([CH2:39][CH3:40])[CH2:9][C:10]([NH:12][C@H:13]([C:25]([NH:27][C@H:28]([C:36]([NH2:38])=[O:37])[CH2:29][CH:30]1[CH2:35][CH2:34][CH2:33][CH2:32][CH2:31]1)=[O:26])[CH2:14][C:15](=[O:24])[O:16][CH2:17][C:18]1[CH:19]=[CH:20][CH:21]=[CH:22][CH:23]=1)=[O:11] |f:3.4|. Reported procedure: BOC-N(Et)Gly-(L)-Asp(OBzl)-(L)-Cha-NH2 is dissolved in dichloromethane (~1:12 wt/wt), and to that solution is added TFA at ambient temperature. This is then stirred until HPLC indicates complete reaction (3-5 hours). The solution is concentrated to about 1/2 volume at 40-45° C. To this warm solution is added MTBE (~1:10 wt/wt vs. BOC-N(Et)Gly-(L)-Asp(OBzl)-(L)-Cha-NH2) while maintaining the temperature >40° C. The mixture is slowly cooled to about 5° C. and stirred for 1 hour to ensure complete ... The reactants are ClC1=NN=C2N1N=C(C=C2)Cl (3,6-dichloro[1,2,4]triazolo[4,3-b]pyridazine), N (ammonia). The solvent is O1CCOCC1 (dioxane). Product: ClC1=NN=C2N1N=C(C=C2)N (3-chloro[1,2,4]triazolo[4,3-b]pyridazin-6-amine). As a reaction SMILES: [Cl:1][C:2]1[N:6]2[N:7]=[C:8](Cl)[CH:9]=[CH:10][C:5]2=[N:4][N:3]=1.[NH3:12]>O1CCOCC1>[Cl:1][C:2]1[N:6]2[N:7]=[C:8]([NH2:12])[CH:9]=[CH:10][C:5]2=[N:4][N:3]=1. Reported procedure: A mixture of 190 mg of commercial 3,6-dichloro[1,2,4]triazolo[4,3-b]pyridazine and 1 cm3 of aqueous ammonia at 35% in 1 cm3 of dioxane, in a sealed tube, is heated at between 70° C. and 90° C. for 3 h. The precipitate formed is filtered off, to give 156.4 mg of 3-chloro[1,2,4]triazolo[4,3-b]pyridazin-6-amine in the form of a beige powder, the characteristics of which are as follows: Starting materials: C(#CCCCCCCCC)C1=CC=C(CN(CC2=CC=C(C=C2)C(F)(F)F)C(C(=O)O)=O)C=C1 ({(4-dec-1-ynylbenzyl)[4-(trifluoromethyl)benzyl]amino}(oxo)acetic acid), [OH-].[Na+] (sodium hydroxide). The product is C(#CCCCCCCCC)C1=CC=C(CN(CC2=CC=C(C=C2)C(F)(F)F)C(C(=O)[O-])=O)C=C1.[Na+] (sodium {(4-dec-1-ynylbenzyl)[4-(trifluoromethyl)benzyl]-amino}-(oxo)acetate). As a reaction SMILES: [C:1]([C:11]1[CH:34]=[CH:33][C:14]([CH2:15][N:16]([C:28](=[O:32])[C:29]([OH:31])=[O:30])[CH2:17][C:18]2[CH:23]=[CH:22][C:21]([C:24]([F:27])([F:26])[F:25])=[CH:20][CH:19]=2)=[CH:13][CH:12]=1)#[C:2][CH2:3][CH2:4][CH2:5][CH2:6][CH2:7][CH2:8][CH2:9][CH3:10].[OH-].[Na+:36]>>[C:1]([C:11]1[CH:34]=[CH:33][C:14]([CH2:15][N:16]([C:28](=[O:32])[C:29]([O-:31])=[O:30])[CH2:17][C:18]2[CH:23]=[CH:22][C:21]([C:24]([F:27])([F:26])[F:25])=[CH:20][CH:19]=2)=[CH:13][CH:12]=1)#[C:2][CH2:3][CH2:4][CH2:5][CH2:6][CH2:7][CH2:8][CH2:9][CH3:10].[Na+:36] |f:1.2,3.4|. Procedure details: The same procedure as employed in the preparation of Example 2 but using {(4-dec-1-ynylbenzyl)[4-(trifluoromethyl)benzyl]amino}(oxo)acetic acid and sodium hydroxide gave the title compound as a white solid. M−(LC/MS(ESI)): 472.2. HPLC (Condition A), Rt: 5.54 min (HPLC purity: 99.6%).